This data is from the Open Reaction Database (ORD), a public repository of structured organic reaction records. The task is: describe an organic reaction: reactants, conditions, products, and yield Reactants: CC(=O)SCCC(=O)Cl, O=C([O-])O, [Na+], [Na+], [Na+], O=C([O-])[O-], O, O=C(O)C1CC(c2ccccn2)=NN1. Product: CC(=O)SCCC(=O)N1N=C(c2ccccn2)CC1C(=O)O. RXN SMILES: [C:15]([CH3:16])(=[O:17])[S:18][CH2:19][CH2:20][C:21](=[O:22])[Cl:23].[C:25](=[O:26])([OH:27])[O-:28].[Na+:29].[Na+:30].[Na+:31].[O-:32][C:33](=[O:34])[O-:35].[OH2:24].[n:1]1[c:2]([C:7]2=[N:8][NH:9][CH:10]([C:12](=[O:13])[OH:14])[CH2:11]2)[cH:3][cH:4][cH:5][cH:6]1>>[n:1]1[c:2]([C:7]2=[N:8][N:9]([C:21]([CH2:20][CH2:19][S:18][C:15]([CH3:16])=[O:17])=[O:22])[CH:10]([C:12](=[O:13])[OH:14])[CH2:11]2)[cH:3][cH:4][cH:5][cH:6]1. Starting materials: COC(=O)c1ccc(SCCNC(=O)OC(C)(C)C)cc1, CO, O. Yields the product COC(=O)c1ccc(S(=O)(=O)CCNC(=O)OC(C)(C)C)cc1. RXN SMILES: [C:1]([CH3:2])([CH3:3])([CH3:4])[O:5][C:6](=[O:7])[NH:8][CH2:9][CH2:10][S:11][c:12]1[cH:13][cH:14][c:15]([C:16](=[O:17])[O:18][CH3:19])[cH:20][cH:21]1.[CH3:23][OH:24].[OH2:22]>>[C:1]([CH3:2])([CH3:3])([CH3:4])[O:5][C:6](=[O:7])[NH:8][CH2:9][CH2:10][S:11]([c:12]1[cH:13][cH:14][c:15]([C:16](=[O:17])[O:18][CH3:19])[cH:20][cH:21]1)(=[O:22])=[O:24]. Reactants: compound 6, C1(=CC=CC=C1)C=1SC2=C(N1)C=C(C=C2)O (2-phenylbenzothiazol-5-ol), O1C=NC2=C1C=CC=C2 (benzoxazole). The product is O1C(C1)COC=1C=CC2=C(N=C(S2)C2=CC=CC=C2)C1 (5-(oxiran-2-ylmethoxy)-2-phenylbenzothiazole). Reaction SMILES: [C:1]1([C:7]2[S:8][C:9]3[CH:15]=[CH:14][C:13]([OH:16])=[CH:12][C:10]=3[N:11]=2)[CH:6]=[CH:5][CH:4]=[CH:3][CH:2]=1.[O:17]1[C:21]2[CH:22]=[CH:23]C=CC=2N=C1>>[O:17]1[CH2:21][CH:22]1[CH2:23][O:16][C:13]1[CH:14]=[CH:15][C:9]2[S:8][C:7]([C:1]3[CH:2]=[CH:3][CH:4]=[CH:5][CH:6]=3)=[N:11][C:10]=2[CH:12]=1. Procedure details: Compound 59 was prepared in the manner of compound 6 substituting compound 29 for compound 8 in partC-5 of Example 1. Reactants: Cc1ccccc1, O=C(Cl)OC(Cl)(Cl)Cl, CCOC(=O)COc1ccccc1Oc1cc(N)c(F)cc1Cl. The product is CCOC(=O)COc1ccccc1Oc1cc(N=C=O)c(F)cc1Cl. RXN SMILES: [CH3:32][c:33]1[cH:34][cH:35][cH:36][cH:37][cH:38]1.[Cl:24][C:25](=[O:26])[O:27][C:28]([Cl:29])([Cl:30])[Cl:31].[NH2:1][c:2]1[c:3]([F:23])[cH:4][c:5]([Cl:22])[c:6]([O:7][c:8]2[c:9]([O:10][CH2:11][C:12](=[O:13])[O:14][CH2:15][CH3:16])[cH:17][cH:18][cH:19][cH:20]2)[cH:21]1>>[N:1]([c:2]1[c:3]([F:23])[cH:4][c:5]([Cl:22])[c:6]([O:7][c:8]2[c:9]([O:10][CH2:11][C:12](=[O:13])[O:14][CH2:15][CH3:16])[cH:17][cH:18][cH:19][cH:20]2)[cH:21]1)=[C:25]=[O:26]. The reactants are C(C)OC(COC1=C(C=C(C=C1)OC(CC)C=1C(=NC(=CC1)C1=CC=C(C=C1)C(F)(F)F)C)C)=O ([rac]-(2-methyl-4-{1-[2-methyl-6-(4-trifluoromethyl-phenyl)-pyridin-3-yl]-propoxy}-phenoxy)-acetic acid ethyl ester), ClC(CC)C=1C(=NC(=CC1)C1=CC=C(C=C1)C(F)(F)F)C ([rac]-3-(1-chloro-propyl)-2-methyl-6-(4-trifluoromethyl-phenyl)-pyridine), ClC(CCC)C=1C(=NC(=CC1)C1=CC(=CC=C1)C(F)(F)F)C ([rac]-3-(1-chloro-butyl)-2-methyl-6-(3-trifluoromethyl-phenyl)-pyridine). Yields the product CC1=C(OCC(=O)O)C=CC(=C1)OC(CC)C=1C(=NC(=CC1)C1=CC=C(C=C1)C(F)(F)F)C ([rac]-(2-Methyl-4-{1-[2-methyl-6-(4-trifluoromethyl-phenyl)-pyridin-3-yl]-propoxy}-phenoxy)-acetic acid). RXN SMILES: C([O:3][C:4](=[O:35])[CH2:5][O:6][C:7]1[CH:12]=[CH:11][C:10]([O:13][CH:14]([C:17]2[C:18]([CH3:33])=[N:19][C:20]([C:23]3[CH:28]=[CH:27][C:26]([C:29]([F:32])([F:31])[F:30])=[CH:25][CH:24]=3)=[CH:21][CH:22]=2)[CH2:15][CH3:16])=[CH:9][C:8]=1[CH3:34])C.ClC(C1C(C)=NC(C2C=CC(C(F)(F)F)=CC=2)=CC=1)CC.ClC(C1C(C)=NC(C2C=CC=C(C(F)(F)F)C=2)=CC=1)CCC>>[CH3:34][C:8]1[CH:9]=[C:10]([O:13][CH:14]([C:17]2[C:18]([CH3:33])=[N:19][C:20]([C:23]3[CH:24]=[CH:25][C:26]([C:29]([F:31])([F:30])[F:32])=[CH:27][CH:28]=3)=[CH:21][CH:22]=2)[CH2:15][CH3:16])[CH:11]=[CH:12][C:7]=1[O:6][CH2:5][C:4]([OH:35])=[O:3]. Reported procedure: A] The title compound was prepared in analogy to example 48, via [rac]-(2-methyl-4-{1-[2-methyl-6-(4-trifluoromethyl-phenyl)-pyridin-3-yl]-propoxy}-phenoxy)-acetic acid ethyl ester, but using in step A] [rac]-3-(1-chloro-propyl)-2-methyl-6-(4-trifluoromethyl-phenyl)-pyridine (example 36B]) instead of [rac]-3-(1-chloro-butyl)-2-methyl-6-(3-trifluoromethyl-phenyl)-pyridine as light yellow foam. Starting materials: FC(S(=O)(=O)[O-])(F)F.[K+] (potassium trifluoromethanesulfonate salt), CC(=O)C (acetone), C(C)OCC (diethyl ether), [Br-].O=C(C[S+]1CCCC1)C(C)(C)C (2-oxo-3,3-dimethylbutyl-thiacyclopentanium bromide). Run in C(C)#N (acetonitrile), C(C)#N (acetonitrile). Reaction conditions: time 3 hour. Product: FC(S(=O)(=O)[O-])(F)F.O=C(C[S+]1CCCC1)C(C)(C)C (2-oxo-3,3-dimethylbutyl-thiacyclopentanium trifluoromethanesulfonate). Yield: 87.8%. As a reaction SMILES: [F:1][C:2]([F:8])([F:7])[S:3]([O-:6])(=[O:5])=[O:4].[K+].CC(C)=O.C(OCC)C.[Br-].[O:20]=[C:21]([C:28]([CH3:31])([CH3:30])[CH3:29])[CH2:22][S+:23]1[CH2:27][CH2:26][CH2:25][CH2:24]1>C(#N)C>[F:1][C:2]([F:8])([F:7])[S:3]([O-:6])(=[O:5])=[O:4].[O:20]=[C:21]([C:28]([CH3:31])([CH3:30])[CH3:29])[CH2:22][S+:23]1[CH2:27][CH2:26][CH2:25][CH2:24]1 |f:0.1,4.5,7.8|. Procedure: In a 300 ml three-necked flask, 2 g of 2-oxo-3,3-dimethylbutyl-thiacyclopentanium bromide obtained in Example 1 was dissolved in 20 ml of acetonitrile. To the solution, a solution prepared by dissolving 1.69 g of a potassium trifluoromethanesulfonate salt in 50 ml of acetonitrile was added dropwise. After stirring for three hours, the deposited potassium bromide was removed by filtration and acetonitrile was distilled off under reduced pressure by an evaporator. The residue was dissolved in chlo... Starting materials: [BH4-], CO, [Na+], C(=NCCc1ccccc1)c1ccccc1OCCN1CCOCC1. Product: c1ccc(CCNCc2ccccc2OCCN2CCOCC2)cc1. As a reaction SMILES: [BH4-:26].[CH3:28][OH:29].[Na+:27].[O:1]1[CH2:2][CH2:3][N:4]([CH2:7][CH2:8][O:9][c:10]2[c:11]([CH:16]=[N:17][CH2:18][CH2:19][c:20]3[cH:21][cH:22][cH:23][cH:24][cH:25]3)[cH:12][cH:13][cH:14][cH:15]2)[CH2:5][CH2:6]1>>[O:1]1[CH2:2][CH2:3][N:4]([CH2:7][CH2:8][O:9][c:10]2[c:11]([CH2:16][NH:17][CH2:18][CH2:19][c:20]3[cH:21][cH:22][cH:23][cH:24][cH:25]3)[cH:12][cH:13][cH:14][cH:15]2)[CH2:5][CH2:6]1. Starting materials: Cc1nc(C(F)(F)F)ccc1CBr, O=c1[nH]nc2c(Br)c(-c3ccc(Cl)cc3)ccn12, [K+], [K+], O=C([O-])[O-], CN(C)C=O. Yields the product Cc1nc(C(F)(F)F)ccc1Cn1nc2c(Br)c(-c3ccc(Cl)cc3)ccn2c1=O. Reaction SMILES: [Br:19][CH2:20][c:21]1[c:22]([CH3:31])[n:23][c:24]([C:27]([F:28])([F:29])[F:30])[cH:25][cH:26]1.[Br:1][c:2]1[c:3]2[n:4]([cH:5][cH:6][c:7]1-[c:8]1[cH:9][cH:10][c:11]([Cl:14])[cH:12][cH:13]1)[c:15](=[O:18])[nH:16][n:17]2.[K+:32].[K+:33].[O-:34][C:35]([O-:36])=[O:37].[O:38]=[CH:39][N:40]([CH3:41])[CH3:42]>>[Br:1][c:2]1[c:3]2[n:4]([cH:5][cH:6][c:7]1-[c:8]1[cH:9][cH:10][c:11]([Cl:14])[cH:12][cH:13]1)[c:15](=[O:18])[n:16]([CH2:20][c:21]1[c:22]([CH3:31])[n:23][c:24]([C:27]([F:28])([F:29])[F:30])[cH:25][cH:26]1)[n:17]2. The reactants are Cc1n[nH]c2c1C(=O)CCC2, CCCCCC, CC(C)NC(C)C, CCOC=O, [Li]CCCC, C1CCOC1. The product is Cc1n[nH]c2c1C(=O)C(=CO)CC2. Reaction SMILES: [CH3:13][c:14]1[n:15][nH:16][c:17]2[c:22]1[C:21](=[O:23])[CH2:20][CH2:19][CH2:18]2.[CH3:34][CH2:35][CH2:36][CH2:37][CH2:38][CH3:39].[CH:1]([NH:2][CH:3]([CH3:4])[CH3:5])([CH3:6])[CH3:7].[CH:24](=[O:25])[O:26][CH2:27][CH3:28].[Li:8][CH2:9][CH2:10][CH2:11][CH3:12].[O:29]1[CH2:30][CH2:31][CH2:32][CH2:33]1>>[CH3:13][c:14]1[n:15][nH:16][c:17]2[c:22]1[C:21](=[O:23])[C:20](=[CH:24][OH:25])[CH2:19][CH2:18]2. Starting materials: CC(C)(C)CC(=O)Cl, CCOCC, CC(=O)O, C=[N+]=[N-]. The product is CC(C)(C)CC(=O)C=[N+]=[N-]. RXN SMILES: [C:1]([CH3:2])([CH3:3])([CH3:4])[CH2:5][C:6](=[O:7])[Cl:8].[CH2:16]([O:17][CH2:18][CH3:19])[CH3:20].[CH3:12][C:13](=[O:14])[OH:15].[N+:9](=[N-:10])=[CH2:11]>>[C:1]([CH3:2])([CH3:3])([CH3:4])[CH2:5][C:6](=[O:7])[CH:11]=[N+:9]=[N-:10].